Dataset: the Open Reaction Database (ORD), a public repository of structured organic reaction records. Task: describe an organic reaction: reactants, conditions, products, and yield Starting materials: C1CCOC1, CNCC1CCCc2c(OC)cccc21, C(=NC1CCCCC1)=NC1CCCCC1, Cl, O, On1nnc2ccccc21, O=C(O)Cc1cccs1. Yields the product COc1cccc2c1CCCC2CN(C)C(=O)Cc1cccs1. Reaction SMILES: [CH2:52]1[O:53][CH2:54][CH2:55][CH2:56]1.[CH3:2][NH:3][CH2:4][CH:5]1[CH2:6][CH2:7][CH2:8][c:9]2[c:10]([O:15][CH3:16])[cH:11][cH:12][cH:13][c:14]21.[CH:37]1([N:38]=[C:39]=[N:40][CH:41]2[CH2:42][CH2:43][CH2:44][CH2:45][CH2:46]2)[CH2:47][CH2:48][CH2:49][CH2:50][CH2:51]1.[ClH:1].[OH2:17].[OH:18][n:19]1[c:20]2[cH:21][cH:22][cH:23][cH:24][c:25]2[n:26][n:27]1.[s:28]1[c:29]([CH2:33][C:34](=[O:35])[OH:36])[cH:30][cH:31][cH:32]1>>[CH3:2][N:3]([CH2:4][CH:5]1[CH2:6][CH2:7][CH2:8][c:9]2[c:10]([O:15][CH3:16])[cH:11][cH:12][cH:13][c:14]21)[C:34]([CH2:33][c:29]1[s:28][cH:32][cH:31][cH:30]1)=[O:36].